From a dataset of the Open Reaction Database (ORD), a public repository of structured organic reaction records. describe an organic reaction: reactants, conditions, products, and yield Starting materials: c4ccc(B3OB(c1ccccc1)OB(c2ccccc2)O3)cc4 (effective_coupling_partner), O=C(Oc2ccc1ccccc1c2)c3ccccc3 (substrate). The reagents and catalysts are PCy3. Reaction conditions: temperature 110 celsius, time 12 hour. Yields the product c3ccc(c2ccc1ccccc1c2)cc3. The reactants are C(C)C1=CC(=C(NC1=O)C)C1=CC=C(S1)S(=O)(=O)Cl (5-(5-Ethyl-2-methyl-6-oxo-1,6-dihydropyridin-3-yl)thiophene-2-sulfonyl chloride), OCC1CNCCC1 (3-hydroxymethylpiperidine). The product is C(C)C=1C(NC(=C(C1)C=1SC(=CC1)S(=O)(=O)N1CC(CCC1)CO)C)=O (3-Ethyl-5-[5-(3-hydroxymethylpiperidine-1-sulfonyl)thiophen-2-yl]-6-methyl-1H-pyridin-2-one). Yield: 54.7%. Reaction SMILES: [CH2:1]([C:3]1[C:8](=[O:9])[NH:7][C:6]([CH3:10])=[C:5]([C:11]2[S:15][C:14]([S:16](Cl)(=[O:18])=[O:17])=[CH:13][CH:12]=2)[CH:4]=1)[CH3:2].[OH:20][CH2:21][CH:22]1[CH2:27][CH2:26][CH2:25][NH:24][CH2:23]1>>[CH2:1]([C:3]1[C:8](=[O:9])[NH:7][C:6]([CH3:10])=[C:5]([C:11]2[S:15][C:14]([S:16]([N:24]3[CH2:25][CH2:26][CH2:27][CH:22]([CH2:21][OH:20])[CH2:23]3)(=[O:18])=[O:17])=[CH:13][CH:12]=2)[CH:4]=1)[CH3:2]. Procedure details: 5-(5-Ethyl-2-methyl-6-oxo-1,6-dihydropyridin-3-yl)thiophene-2-sulfonyl chloride is reacted with 3-hydroxymethylpiperidine as described in Step 5, Example 24 to give the title compound as a solid (54.7% yield). LC/MS: RT 2.63 min; m/e 397 (M+H); 1H NMR (δ, ppm): 11.8 (1H, s), 7.6 (1H, d); 7.4 (1H, s); 7.24 (1H, d), 4.6 (1H, br s), 3.6 (21H, m), 3.2 (1H, m), 2.4 (2H, q), 2.36 (3H, s), 2.1 (1H, t), 1.8-1.4 (5H, m), 1.1 (3H, t), 0.94 (1H, m). Reactants: NN (Hydrazine), C(COCCO)O (diethylene glycol), C(C)(=O)C=1OC2=C(C1)C=CC(=C2)OC (2-acetyl-6-methoxybenzofuran), [OH-].[K+] (potassium hydroxide). The solvent is O (water). Reaction conditions: temperature 190 celsius, time 10 minute. Product: C(C)C=1OC2=C(C1)C=CC(=C2)OC (2-ethyl-6-methoxybenzofuran). Yield: 97.7%. Reaction SMILES: NN.C(O)COCCO.[C:10]([C:13]1[O:14][C:15]2[CH:21]=[C:20]([O:22][CH3:23])[CH:19]=[CH:18][C:16]=2[CH:17]=1)(=O)[CH3:11].[OH-].[K+]>O>[CH2:10]([C:13]1[O:14][C:15]2[CH:21]=[C:20]([O:22][CH3:23])[CH:19]=[CH:18][C:16]=2[CH:17]=1)[CH3:11] |f:3.4|. Procedure: Hydrazine (4.11 g, 69.4 mmol, up to 55%, Aldrich) was added to diethylene glycol solution of 2-acetyl-6-methoxybenzofuran (3.30 g, 17.3 mmol) . The mixture was heated to a temperature of 190° C. and stirred for 10 min. After cooled down to room temperature, potassium hydroxide (2.92 g, 52.1 mmol) was added, stirred in a range of 120° C. to 130° C. for 6 hours. Following this, the reaction solution was poured into water, extracted by dichloromethane, dried over MgSO4, and was concentrated under r... Reactants: ice water, C(C1=CC=CC=C1)SC1=NNC(=N1)SCC1=CC=CC=C1 (3,5-Bis(benzylthio)-1,2,4-triazole), ClC1=NC=CC=N1 (2-chloropyrimidine), C([O-])([O-])=O.[K+].[K+] (potassium carbonate). Solvent: CN(C=O)C (dimethylformamide). The product is C(C1=CC=CC=C1)SC1=NN(C(=N1)SCC1=CC=CC=C1)C1=NC=CC=N1 (3,5-bis(benzylthio)-1-(pyrimidin-2-yl)-1,2,4-triazole). The yield is 62.4%. Reaction SMILES: [CH2:1]([S:8][C:9]1[N:13]=[C:12]([S:14][CH2:15][C:16]2[CH:21]=[CH:20][CH:19]=[CH:18][CH:17]=2)[NH:11][N:10]=1)[C:2]1[CH:7]=[CH:6][CH:5]=[CH:4][CH:3]=1.Cl[C:23]1[N:28]=[CH:27][CH:26]=[CH:25][N:24]=1.C(=O)([O-])[O-].[K+].[K+]>CN(C)C=O>[CH2:1]([S:8][C:9]1[N:13]=[C:12]([S:14][CH2:15][C:16]2[CH:21]=[CH:20][CH:19]=[CH:18][CH:17]=2)[N:11]([C:23]2[N:28]=[CH:27][CH:26]=[CH:25][N:24]=2)[N:10]=1)[C:2]1[CH:3]=[CH:4][CH:5]=[CH:6][CH:7]=1 |f:2.3.4|. Procedure: 3,5-Bis(benzylthio)-1,2,4-triazole (50 g), 2-chloropyrimidine (18.3 g) and potassium carbonate (22.1 g) were heated in dimethylformamide (200 ml) at 100° C. for 12 hours. After addition to ice-water, the product was extracted into dichloromethane (twice). The dichloromethane solution was washed with water (3 times), dried over magnesium sulphate and run down, leaving 64.4 g of crude title. Recrystallisation from methanol gave 39 g of the desired product, mp 86°-88° C. Run in O (H2O). Product: C(C1=CC=CC=C1)N1C(=C(C2=CC(=CC=C12)N1C(=CC=C1C)C)C1=CC=CC=C1)C(=O)N[C@@H](CC(C)C)C(=O)O (N-{[1-benzyl-5-(2,5-dimethyl-1H-pyrrol-1-yl)-3-phenyl-1H-indol-2-yl]carbonyl}-L-leucine). Starting materials: C(C1=CC=CC=C1)N1C(=C(C2=CC(=CC=C12)N1C(=CC=C1C)C)C1=CC=CC=C1)C(=O)O (1-benzyl-5-(2,5-dimethyl-1H-pyrrol-1-yl)-3-phenyl-1H-indole-2-carboxylic acid), Cl.C(C)OC([C@@H](N)CC(C)C)=O (L-leucine ethyl ester hydrochloride). Procedure: The title compound was prepared from 1-benzyl-5-(2,5-dimethyl-1H-pyrrol-1-yl)-3-phenyl-1H-indole-2-carboxylic acid and L-leucine ethyl ester hydrochloride followed the procedure of Example 2 Step 4 as an off-white solid: 1H NMR (DMSO-d6) δ 0.77 (d, J=6.3 Hz, 3 H), 0.78 (d, J=6.3 Hz, 3 H), 1.25-1.40 (m, 1 H), 1.40-1.50 (m, 1 H), 1.90 (s, 6 H), 4.30-4.40 (m, 1H), 5.56 (d, J=16.0 Hz, 1 H), 5.63 (d, J=16.0 Hz, 1 H), 5.76 (s, 2 H), 7.05-7.65 (m, 13 H), 8.95 (d, J=13.3 Hz, 1 H), 12.35 (br s, 1 H); MS ... Reaction SMILES: [CH2:1]([N:8]1[C:16]2[C:11](=[CH:12][C:13]([N:17]3[C:21]([CH3:22])=[CH:20][CH:19]=[C:18]3[CH3:23])=[CH:14][CH:15]=2)[C:10]([C:24]2[CH:29]=[CH:28][CH:27]=[CH:26][CH:25]=2)=[C:9]1[C:30](O)=[O:31])[C:2]1[CH:7]=[CH:6][CH:5]=[CH:4][CH:3]=1.Cl.C([O:36][C:37](=[O:44])[C@H:38]([CH2:40][CH:41]([CH3:43])[CH3:42])[NH2:39])C>O>[CH2:1]([N:8]1[C:16]2[C:11](=[CH:12][C:13]([N:17]3[C:21]([CH3:22])=[CH:20][CH:19]=[C:18]3[CH3:23])=[CH:14][CH:15]=2)[C:10]([C:24]2[CH:29]=[CH:28][CH:27]=[CH:26][CH:25]=2)=[C:9]1[C:30]([NH:39][C@H:38]([C:37]([OH:44])=[O:36])[CH2:40][CH:41]([CH3:43])[CH3:42])=[O:31])[C:2]1[CH:7]=[CH:6][CH:5]=[CH:4][CH:3]=1 |f:1.2|. Starting materials: C(CCC)NCCCC (di-n-butylamine), CCCCNCCCC (di-N-butylamine), [Br-].C(CCC)[NH2+]CCCC (di-n-butylammonium bromide), Br (hydrogen bromide), CCOCC (ether). The solvent is C(C)O (ethanol), C(C)O (ethanol). The product is C(CCC)[NH2+]CCCC (di-n-butyl ammonium), [Br-].C(CCC)[NH2+]CCCC (di-n-butylammonium bromide). Yield: 83.7%. RXN SMILES: [CH3:1][CH2:2][CH2:3][CH2:4][NH:5][CH2:6][CH2:7][CH2:8][CH3:9].[Br-:10].[CH2:11]([NH2+:15][CH2:16][CH2:17][CH2:18][CH3:19])[CH2:12][CH2:13][CH3:14].Br.CCOCC>C(O)C>[CH2:4]([NH2+:5][CH2:6][CH2:7][CH2:8][CH3:9])[CH2:3][CH2:2][CH3:1].[Br-:10].[CH2:11]([NH2+:15][CH2:16][CH2:17][CH2:18][CH3:19])[CH2:12][CH2:13][CH3:14] |f:1.2,7.8|. Procedure details: A series of di-n-butyl ammonium salts were prepared utilizing an absolute ethanol solution of di-N-butylamine. In preparing di-n-butylammonium bromide, hydrogen bromide gas was introduced into a solution of 585 grams of di-n-butylamine in absolute ethanol until the solution was saturated. The reaction vessel was in an ice bath during the addition. The solution was then treated with ether followed by further cooling to induce crystallization. The product was isolated by filtration, washed thoroug... As a reaction SMILES: C[O:2][C:3](=[O:32])[CH2:4][O:5][C:6]1[CH:11]=[CH:10][C:9]([N:12]([CH3:30])[CH2:13][C:14]2[CH:19]=[N:18][C:17]([C:20]3[CH:25]=[CH:24][C:23]([C:26]([F:29])([F:28])[F:27])=[CH:22][CH:21]=3)=[CH:16][N:15]=2)=[CH:8][C:7]=1[CH3:31].[Li+].[OH-]>C1COCC1.C(O)C>[CH3:31][C:7]1[CH:8]=[C:9]([N:12]([CH3:30])[CH2:13][C:14]2[CH:19]=[N:18][C:17]([C:20]3[CH:21]=[CH:22][C:23]([C:26]([F:28])([F:27])[F:29])=[CH:24][CH:25]=3)=[CH:16][N:15]=2)[CH:10]=[CH:11][C:6]=1[O:5][CH2:4][C:3]([OH:32])=[O:2] |f:1.2|. Yields the product CC1=C(OCC(=O)O)C=CC(=C1)N(CC1=NC=C(N=C1)C1=CC=C(C=C1)C(F)(F)F)C ((2-methyl-4-{methyl-[5-(4-trifluoromethyl-phenyl)-pyrazin-2-ylmethyl]-amino}-phenoxy)-acetic acid). Run at time 45 minute. The reactants are COC(COC1=C(C=C(C=C1)N(CC1=NC=C(N=C1)C1=CC=C(C=C1)C(F)(F)F)C)C)=O ((2-methyl-4-{methyl-[5-(4-trifluoromethyl-phenyl)-pyrazin-2-ylmethyl]-amino}-phenoxy)-acetic acid methyl ester), [Li+].[OH-] (LiOH). Procedure: A solution of 110 mg (0.25 mmol) (2-methyl-4-{methyl-[5-(4-trifluoromethyl-phenyl)-pyrazin-2-ylmethyl]-amino}-phenoxy)-acetic acid methyl ester in 0.75 ml of THF and 0.75 ml ethanol was treated at 0° C. with 0.74 ml 1N LiOH and stirred for 45 min at RT. The reaction was extracted with with aqueous 10% KHSO4/Et2O (3×). The organic phase was washed with aqueous 10% NaCl, dried over Na2SO4 and evaporated. The product was crystallized from ether to give pure (2-methyl-4-{methyl-[5-(4-trifluoromethyl... Solvent: C1CCOC1 (THF), C(C)O (ethanol).